From a dataset of the Open Reaction Database (ORD), a public repository of structured organic reaction records. describe an organic reaction: reactants, conditions, products, and yield Starting materials: BrC=1C=C(C=C(C1O)Br)C(CCC(=O)O)=O (4-(3,5-Dibromo-4-hydroxyphenyl)-4-oxobutanoic acid), Cl.Cl.OC=1C=C(CNN)C=CC1 (3-hydroxybenzylhydrazine dihydrochloride). Run in C(C)O (ethanol). Product: BrC=1C=C(C=C(C1O)Br)C=1CCC(N(N1)CC1=CC(=CC=C1)O)=O (6-(3,5-Dibromo-4-hydroxyphenyl)-2-(3-hydroxybenzyl)-4,5-dihydropyridazin-3(2H)-one). The yield is 49.1%. RXN SMILES: [Br:1][C:2]1[CH:3]=[C:4]([C:10](=O)[CH2:11][CH2:12][C:13]([OH:15])=O)[CH:5]=[C:6]([Br:9])[C:7]=1[OH:8].Cl.Cl.[OH:19][C:20]1[CH:21]=[C:22]([CH:26]=[CH:27][CH:28]=1)[CH2:23][NH:24][NH2:25]>C(O)C>[Br:9][C:6]1[CH:5]=[C:4]([C:10]2[CH2:11][CH2:12][C:13](=[O:15])[N:24]([CH2:23][C:22]3[CH:26]=[CH:27][CH:28]=[C:20]([OH:19])[CH:21]=3)[N:25]=2)[CH:3]=[C:2]([Br:1])[C:7]=1[OH:8] |f:1.2.3|. Procedure: A stirred mixture of 4-(3,5-dibromo-4-hydroxyphenyl)-4-oxobutanoic acid (H) (150 mg, 0.426 mmol) and 3-hydroxybenzylhydrazine dihydrochloride (135 mg, 0.639 mmol) in ethanol was heated to reflux. After heating for 16 h, the reaction mixture was cooled down and the precipitate formed was collected and dried in vacuo. This gave the title compound as a red solid (95 mg, 49%)1H NMR δ (ppm) (DMSO-d6): 2.59 (2 H, t), 3.01 (2 H, t, J=8.2 Hz), 4.88 (2H, s), 6.67 (1 H, d, J=8.2 Hz), 6.69-6.76 (2 H, m), 7... The reactants are Cl.N1N=CC(=C1)N (1H-Pyrazol-4-ylamine hydrochloride), ClC1=NC=CC(=C1)C=1C=CC(=C(C#N)C1)OCC1CC1 (5-(2-chloropyridin-4-yl)-2-cyclopropylmethoxybenzonitrile), C[Si](C)(C)[N-][Si](C)(C)C.[Li+] (lithium bis(trimethylsilyl)amide), C1CCOC1 (THF). The reagents and catalysts are C=1C=CC(=CC1)/C=C/C(=O)/C=C/C2=CC=CC=C2.C=1C=CC(=CC1)/C=C/C(=O)/C=C/C2=CC=CC=C2.C=1C=CC(=CC1)/C=C/C(=O)/C=C/C2=CC=CC=C2.[Pd].[Pd] (tris(dibenzylideneacetone)dipalladium(0)). The solvent is O (water), C(C)(C)(C)O (t-butanol). The product is C1(CC1)COC1=C(C#N)C=C(C=C1)C1=CC(=NC=C1)NC=1C=NNC1 (2-cyclopropylmethoxy-5-[2-(1H-pyrazol-4-ylamino)pyridin-4-yl]-benzonitrile). The yield is 91.4%. Reaction SMILES: Cl[C:2]1[CH:7]=[C:6]([C:8]2[CH:9]=[CH:10][C:11]([O:16][CH2:17][CH:18]3[CH2:20][CH2:19]3)=[C:12]([CH:15]=2)[C:13]#[N:14])[CH:5]=[CH:4][N:3]=1.Cl.[NH:22]1[CH:26]=[C:25]([NH2:27])[CH:24]=[N:23]1.C[Si]([N-][Si](C)(C)C)(C)C.[Li+].C1COCC1>C(O)(C)(C)C.C1C=CC(/C=C/C(/C=C/C2C=CC=CC=2)=O)=CC=1.C1C=CC(/C=C/C(/C=C/C2C=CC=CC=2)=O)=CC=1.C1C=CC(/C=C/C(/C=C/C2C=CC=CC=2)=O)=CC=1.[Pd].[Pd].O>[CH:18]1([CH2:17][O:16][C:11]2[CH:10]=[CH:9][C:8]([C:6]3[CH:5]=[CH:4][N:3]=[C:2]([NH:27][C:25]4[CH:26]=[N:22][NH:23][CH:24]=4)[CH:7]=3)=[CH:15][C:12]=2[C:13]#[N:14])[CH2:20][CH2:19]1 |f:1.2,3.4,7.8.9.10.11|. Procedure: A solution of 5-(2-chloropyridin-4-yl)-2-cyclopropylmethoxybenzonitrile (0.25 g, 0.0878 mmol) in t-butanol (5 ml) is degassed with nitrogen for 5 min. 1H-Pyrazol-4-ylamine hydrochloride (0.12 g, 1.08 mmol), Josiphos (24.3 mg, 0.00439 mmol) and tris(dibenzylideneacetone)dipalladium(0) (40.0 mg, 0.00439 mmol) is then added. A solution of 1.6M lithium bis(trimethylsilyl)amide in THF (0.35 g, 2.1 mmol) is added dropwise. The mixture is irradiated in the microwave at 140° C. for 2 h. 30 ml of water a... Starting materials: CC(C)(C)C(=O)OCC1OC(Br)C(OC(=O)C(C)(C)C)C(OC(=O)C(C)(C)C)C1OC(=O)C(C)(C)C, Cc1cc(OCc2ccccc2)ccc1Cc1c(C(C)C)[nH][nH]c1=O, CC(C)c1[nH][nH]c(=O)c1Cc1ccc(OCCCOCc2ccccc2)cc1. The product is Cc1cc(OCc2ccccc2)ccc1Cc1c(OC2OC(COC(=O)C(C)(C)C)C(OC(=O)C(C)(C)C)C(OC(=O)C(C)(C)C)C2OC(=O)C(C)(C)C)n[nH]c1C(C)C. RXN SMILES: [C:26]([C:27]([CH3:28])([CH3:29])[CH3:30])(=[O:31])[O:32][CH:33]1[CH:34]([Br:61])[O:35][CH:36]([CH2:53][O:54][C:55]([C:56]([CH3:57])([CH3:58])[CH3:59])=[O:60])[CH:37]([O:46][C:47]([C:48]([CH3:49])([CH3:50])[CH3:51])=[O:52])[CH:38]1[O:39][C:40]([C:41]([CH3:42])([CH3:43])[CH3:44])=[O:45].[CH2:1]([c:2]1[cH:3][cH:4][cH:5][cH:6][cH:7]1)[O:8][c:9]1[cH:10][c:11]([CH3:25])[c:12]([CH2:15][c:16]2[c:17](=[O:24])[nH:18][nH:19][c:20]2[CH:21]([CH3:22])[CH3:23])[cH:13][cH:14]1.[CH2:62]([O:63][CH2:64][CH2:65][CH2:66][O:67][c:68]1[cH:69][cH:70][c:71]([CH2:72][c:73]2[c:74](=[O:75])[nH:76][nH:77][c:78]2[CH:79]([CH3:80])[CH3:81])[cH:82][cH:83]1)[c:84]1[cH:85][cH:86][cH:87][cH:88][cH:89]1>>[CH2:1]([c:2]1[cH:3][cH:4][cH:5][cH:6][cH:7]1)[O:8][c:9]1[cH:10][c:11]([CH3:25])[c:12]([CH2:15][c:16]2[c:17]([O:24][CH:34]3[CH:33]([O:32][C:26]([C:27]([CH3:28])([CH3:29])[CH3:30])=[O:31])[CH:38]([O:39][C:40]([C:41]([CH3:42])([CH3:43])[CH3:44])=[O:45])[CH:37]([O:46][C:47]([C:48]([CH3:49])([CH3:50])[CH3:51])=[O:52])[CH:36]([CH2:53][O:54][C:55]([C:56]([CH3:57])([CH3:58])[CH3:59])=[O:60])[O:35]3)[n:18][nH:19][c:20]2[CH:21]([CH3:22])[CH3:23])[cH:13][cH:14]1. Starting materials: ClC1=C(C=C(C=C1)C=1OC=C(N1)CO)C ([2-(4-Chloro-3-methylphenyl)-1,3-oxazol-4-yl]methanol), S(=O)(Cl)Cl (thionyl chloride). Run in ClCCl (dichloromethane). Run at temperature 0 celsius, time 8 hour. Yields the product ClCC=1N=C(OC1)C1=CC(=C(C=C1)Cl)C (4-(Chloromethyl)-2-(4-chloro-3-methylphenyl)-1,3-oxazole). Reaction SMILES: [Cl:1][C:2]1[CH:7]=[CH:6][C:5]([C:8]2[O:9][CH:10]=[C:11]([CH2:13]O)[N:12]=2)=[CH:4][C:3]=1[CH3:15].S(Cl)([Cl:18])=O>ClCCl>[Cl:18][CH2:13][C:11]1[N:12]=[C:8]([C:5]2[CH:6]=[CH:7][C:2]([Cl:1])=[C:3]([CH3:15])[CH:4]=2)[O:9][CH:10]=1. Procedure: 136 mg (0.61 mmol) of the compound from Example 27A are suspended in 2 ml of dichloromethane. The suspension is cooled to 0° C., and 49 μl (0.67 mmol) of thionyl chloride are added slowly. The reaction solution is stirred at RT overnight. The solvent is then removed on a rotary evaporator. The residue is used without further purification in the subsequent reactions. Starting materials: C(C)(C)(C)OC(=O)NC1=CC(=CC(=C1)C)OCCC1=CC=C(C=C1)C#N (t-Butyloxycarbonylamino-3-[2-(4-cyanophenyl)ethoxy]-5-methylbenzene). Run in FC(C(=O)O)(F)F (trifluoroacetic acid), C(Cl)Cl (methylene chloride). Product: NC1=CC(=CC(=C1)C)OCCC1=CC=C(C=C1)C#N (Amino-3-[2-(4-cyanophenyl)ethoxy]-5-methylbenzene). As a reaction SMILES: C(OC([NH:8][C:9]1[CH:14]=[C:13]([CH3:15])[CH:12]=[C:11]([O:16][CH2:17][CH2:18][C:19]2[CH:24]=[CH:23][C:22]([C:25]#[N:26])=[CH:21][CH:20]=2)[CH:10]=1)=O)(C)(C)C>FC(F)(F)C(O)=O.C(Cl)Cl>[NH2:8][C:9]1[CH:14]=[C:13]([CH3:15])[CH:12]=[C:11]([O:16][CH2:17][CH2:18][C:19]2[CH:20]=[CH:21][C:22]([C:25]#[N:26])=[CH:23][CH:24]=2)[CH:10]=1. Procedure details: t-Butyloxycarbonylamino-3-[2-(4-cyanophenyl)ethoxy]-5-methylbenzene (1.55 g; 4.4 mmol; from step (ii) above) was stirred in a mixture of trifluoroacetic acid (10 mL) and methylene chloride (10 mL) for 3 hours. The solvent was removed in vacuo. The residue was dissolved in EtOAc (50 mL), washed with Na2CO3/aq (sat.) and water, dried (Na2CO3) and the solvent was removed to afford a yellow oil, which crystallized upon standing. Yield: 1.19 g (100%). Reactants: BrC1=CC=C2C=CN=C(C2=C1)Cl (7-Bromo-1-chloroisoquinoline), C[O-].[Na+] (sodium methoxide). Solvent: CO (methanol). Conditions: temperature 130 celsius. Product: BrC1=CC=C2C=CN=C(C2=C1)OC (7-bromo-1-methoxyisoquinoline). Isolated yield 91.0%. RXN SMILES: [Br:1][C:2]1[CH:11]=[C:10]2[C:5]([CH:6]=[CH:7][N:8]=[C:9]2Cl)=[CH:4][CH:3]=1.[CH3:13][O-:14].[Na+]>CO>[Br:1][C:2]1[CH:11]=[C:10]2[C:5]([CH:6]=[CH:7][N:8]=[C:9]2[O:14][CH3:13])=[CH:4][CH:3]=1 |f:1.2|. Procedure details: 7-Bromo-1-chloroisoquinoline (570 mg, 2.4 mmol) was combined with methanol (10 mL) and sodium methoxide (25 wt % in methanol, 1.5 mL, 24 mmol) in a microwave vial. The vial was sealed and heated to 130° C. for 3 hours in a microwave. The reaction was concentrated. The crude residue was taken up in ethyl acetate and washed with water and saturated aqueous sodium bicarbonate. The aqueous layer was extracted two times with hot ethyl acetate. The combined organics were dried over sodium sulfate, fil...